Dataset: the Open Reaction Database (ORD), a public repository of structured organic reaction records. Task: describe an organic reaction: reactants, conditions, products, and yield Reaction SMILES: [C:28]([Br:29])([Br:30])([Br:31])[Br:32].[CH:62]([N:63]([CH2:64][CH3:65])[CH:66]([CH3:67])[CH3:68])([CH3:69])[CH3:70].[ClH:52].[NH:53]1[CH2:54][CH:55]([C:57](=[O:58])[O:59][CH2:60][CH3:61])[CH2:56]1.[c:1]1(-[c:7]2[cH:8][c:9](-[c:16]3[n:17][c:18](-[c:21]4[cH:22][c:23]([CH2:26][OH:27])[s:24][cH:25]4)[n:19][o:20]3)[s:10][c:11]2[C:12]([F:13])([F:14])[F:15])[cH:2][cH:3][cH:4][cH:5][cH:6]1.[c:33]1([P:34]([c:35]2[cH:36][cH:37][cH:38][cH:39][cH:40]2)[c:41]2[cH:42][cH:43][cH:44][cH:45][cH:46]2)[cH:47][cH:48][cH:49][cH:50][cH:51]1>>[c:1]1(-[c:7]2[cH:8][c:9](-[c:16]3[n:17][c:18](-[c:21]4[cH:22][c:23]([CH2:26][N:53]5[CH2:54][CH:55]([C:57](=[O:58])[O:59][CH2:60][CH3:61])[CH2:56]5)[s:24][cH:25]4)[n:19][o:20]3)[s:10][c:11]2[C:12]([F:13])([F:14])[F:15])[cH:2][cH:3][cH:4][cH:5][cH:6]1. Reactants: BrC(Br)(Br)Br, CCN(C(C)C)C(C)C, Cl, CCOC(=O)C1CNC1, OCc1cc(-c2noc(-c3cc(-c4ccccc4)c(C(F)(F)F)s3)n2)cs1, c1ccc(P(c2ccccc2)c2ccccc2)cc1. Yields the product CCOC(=O)C1CN(Cc2cc(-c3noc(-c4cc(-c5ccccc5)c(C(F)(F)F)s4)n3)cs2)C1. Starting materials: CO, Cn1c(=O)c2c(Cl)nccc2n(C)c1=O, NN, O. Yields the product Cn1c(=O)c2c(NN)nccc2n(C)c1=O. Reaction SMILES: [CH3:19][OH:20].[Cl:1][c:2]1[n:3][cH:4][cH:5][c:6]2[n:7]([CH3:15])[c:8](=[O:14])[n:9]([CH3:13])[c:10](=[O:12])[c:11]12.[NH2:17][NH2:18].[OH2:16]>>[c:2]1([NH:17][NH2:18])[n:3][cH:4][cH:5][c:6]2[n:7]([CH3:15])[c:8](=[O:14])[n:9]([CH3:13])[c:10](=[O:12])[c:11]12. Starting materials: ClCCCl, CC(C)(c1ccccc1)c1nnc(N)s1, CCNS(=O)(=O)c1cc(Cl)c(F)c(C(=O)O)c1, ClCCl, CN(C)C=O, On1nnc2ccccc21. The product is CCNS(=O)(=O)c1cc(Cl)c(F)c(C(=O)Nc2nnc(C(C)(C)c3ccccc3)s2)c1. RXN SMILES: [CH2:18]([Cl:19])[CH2:20][Cl:21].[CH3:32][C:33]([CH3:34])([c:35]1[cH:36][cH:37][cH:38][cH:39][cH:40]1)[c:41]1[n:42][n:43][c:44]([NH2:46])[s:45]1.[Cl:1][c:2]1[c:3]([F:17])[c:4]([C:5](=[O:6])[OH:7])[cH:8][c:9]([S:11](=[O:12])(=[O:13])[NH:14][CH2:15][CH3:16])[cH:10]1.[Cl:52][CH2:53][Cl:54].[O:47]=[CH:48][N:49]([CH3:50])[CH3:51].[OH:22][n:23]1[c:24]2[c:25]([cH:26][cH:27][cH:28][cH:29]2)[n:30][n:31]1>>[Cl:1][c:2]1[c:3]([F:17])[c:4]([C:5](=[O:7])[NH:46][c:44]2[n:43][n:42][c:41]([C:33]([CH3:32])([CH3:34])[c:35]3[cH:36][cH:37][cH:38][cH:39][cH:40]3)[s:45]2)[cH:8][c:9]([S:11](=[O:12])(=[O:13])[NH:14][CH2:15][CH3:16])[cH:10]1. Reactants: C(C)(=O)C1=CNC2=CC(=CC=C12)CC(=O)O ((3-acetyl-1H-indol-6-yl)-acetic acid), C[Si](C)(C)C=[N+]=[N-] ((trimethylsilyl)diazomethane). Run in CO (MeOH). Run at time 30 minute. Yields the product COC(CC1=CC=C2C(=CNC2=C1)C(C)=O)=O ((3-Acetyl-1H-indol-6-yl)-acetic acid methyl ester). RXN SMILES: [C:1]([C:4]1[C:12]2[C:7](=[CH:8][C:9]([CH2:13][C:14]([OH:16])=[O:15])=[CH:10][CH:11]=2)[NH:6][CH:5]=1)(=[O:3])[CH3:2].[CH3:17][Si](C=[N+]=[N-])(C)C>CO>[CH3:17][O:15][C:14](=[O:16])[CH2:13][C:9]1[CH:8]=[C:7]2[C:12]([C:4]([C:1](=[O:3])[CH3:2])=[CH:5][NH:6]2)=[CH:11][CH:10]=1. Procedure details: To a stirred solution of (3-acetyl-1H-indol-6-yl)-acetic acid [39689-58-2] (500 mg, 2.85 mmol) in MeOH (14 mL), cooled to at 0° C., was added (trimethylsilyl)diazomethane (2M solution in Et2O; 6.00 mL, 12.0 mmol). After stirring at RT for 30 min, the reaction mixture was concentrated in vacuo to afford the title compound as a yellow wax. MS: 190 [M+H]+; tR (HPLC conditions k): 3.20 min. The material thus obtained was used directly in the next step without further purification. The reactants are [N+](=O)([O-])C=1C=CC=C2C(=CC=NC12)OC1=CC=C(C=C1)N (4-(8-Nitroquinolin-4-yloxy)phenylamine), ClC1=C(C=C(C=C1)N=C=O)C(F)(F)F (4-chloro-3-(trifluoromethyl)phenyl isocyanate). Run in O1CCCC1 (tetrahydrofuran). Run at time 12 hour. Product: [N+](=O)([O-])C=1C=CC=C2C(=CC=NC12)OC1=CC=C(C=C1)NC(=O)NC1=CC(=C(C=C1)Cl)C(F)(F)F (1-[4-(8-nitroquinolin-4-yloxy)phenyl]-3-(4-chloro-3-trifluoromethylphenyl)urea). Yield: 88.4%. As a reaction SMILES: [N+:1]([C:4]1[CH:5]=[CH:6][CH:7]=[C:8]2[C:13]=1[N:12]=[CH:11][CH:10]=[C:9]2[O:14][C:15]1[CH:20]=[CH:19][C:18]([NH2:21])=[CH:17][CH:16]=1)([O-:3])=[O:2].[Cl:22][C:23]1[CH:28]=[CH:27][C:26]([N:29]=[C:30]=[O:31])=[CH:25][C:24]=1[C:32]([F:35])([F:34])[F:33]>O1CCCC1>[N+:1]([C:4]1[CH:5]=[CH:6][CH:7]=[C:8]2[C:13]=1[N:12]=[CH:11][CH:10]=[C:9]2[O:14][C:15]1[CH:20]=[CH:19][C:18]([NH:21][C:30]([NH:29][C:26]2[CH:27]=[CH:28][C:23]([Cl:22])=[C:24]([C:32]([F:34])([F:33])[F:35])[CH:25]=2)=[O:31])=[CH:17][CH:16]=1)([O-:3])=[O:2]. Procedure details: 4-(8-Nitroquinolin-4-yloxy)phenylamine (7.5 mg, 0.027 mmol) and 4-chloro-3-(trifluoromethyl)phenyl isocyanate (11.8 mg, 0.054 mmol) were dissolved in tetrahydrofuran, and stirred at room temperature for 12 hours. When the reaction was completed, the solvent was removed by vacuum distillation, and a white solid product was filtered to obtain 12.0 mg of the desired compound (yield 88.9%).